From a dataset of the Open Reaction Database (ORD), a public repository of structured organic reaction records. describe an organic reaction: reactants, conditions, products, and yield Product: C(C=C)OC=1C=C2C=CN(C2=CC1)CC(C)(C)C (5-allyloxy-N-neopentylindole). Procedure: To a solution of sodium hydride (60%, 254 mg, 6.35 mmol) in 15 mL tetrahydrofuran (THF) was added 5-allyloxyindole (Step A; 1.0 g, 5.77 mmol) in 5 mL THF and the mixture was stirred for 1 hour at ambient temperature. Neopentyl iodide (0.69 mL, 6.35 mmol) was added and the reaction heated to reflux for 21 hours. After cooling, the reaction was quenched with saturated aqueous ammonium chloride and extracted with ethyl acetate. The organic layer was washed with water, brine, dried over magnesium su... Reaction conditions: time 1 hour. Solvent: O1CCCC1 (tetrahydrofuran), O1CCCC1 (THF). Starting materials: C(C(C)(C)C)I (Neopentyl iodide), [H-].[Na+] (sodium hydride), C(C=C)OC=1C=C2C=CNC2=CC1 (5-allyloxyindole). RXN SMILES: [H-].[Na+].[CH2:3]([O:6][C:7]1[CH:8]=[C:9]2[C:13](=[CH:14][CH:15]=1)[NH:12][CH:11]=[CH:10]2)[CH:4]=[CH2:5].[CH2:16](I)[C:17]([CH3:20])([CH3:19])[CH3:18]>O1CCCC1>[CH2:3]([O:6][C:7]1[CH:8]=[C:9]2[C:13](=[CH:14][CH:15]=1)[N:12]([CH2:16][C:17]([CH3:20])([CH3:19])[CH3:18])[CH:11]=[CH:10]2)[CH:4]=[CH2:5] |f:0.1|.